Dataset: the Open Reaction Database (ORD), a public repository of structured organic reaction records. Task: describe an organic reaction: reactants, conditions, products, and yield Starting materials: [OH-].[Na+] (NaOH), C(C)OC(=O)C1=C(N=C(S1)C1=CC=C(C=C1)Cl)CC(=O)OCC (2-(4-chloro-phenyl)-4-ethoxycarbonylmethyl-thiazole-5-carboxylic acid ethyl ester), Cl (HCl). Solvent: CCO (EtOH). Reaction conditions: temperature 50 celsius, time 2 hour. The product is C(=O)(O)CC=1N=C(SC1C(=O)O)C1=CC=C(C=C1)Cl (4-Carboxymethyl-2-(4-chloro-phenyl)-thiazole-5-carboxylic acid). The yield is 96.2%. RXN SMILES: C([O:3][C:4]([C:6]1[S:10][C:9]([C:11]2[CH:16]=[CH:15][C:14]([Cl:17])=[CH:13][CH:12]=2)=[N:8][C:7]=1[CH2:18][C:19]([O:21]CC)=[O:20])=[O:5])C.[OH-].[Na+].Cl>CCO>[C:19]([CH2:18][C:7]1[N:8]=[C:9]([C:11]2[CH:12]=[CH:13][C:14]([Cl:17])=[CH:15][CH:16]=2)[S:10][C:6]=1[C:4]([OH:5])=[O:3])([OH:21])=[O:20] |f:1.2|. Procedure: Dissolve 2-(4-chloro-phenyl)-4-ethoxycarbonylmethyl-thiazole-5-carboxylic acid ethyl ester (99 g, 280 mmol) in EtOH (500 mL) and add 2 M NaOH (700 mL, 1400 mmol). Heat the mixture to 50° C. for 1.5 h, then cool the solution in an ice bath, and treat with 2.5 M HCl (1 L) and stir for 2 h. Collect the precipitate by filtration, washing with 50% EtOH/water (500 mL), and then washing with water (1 L). Dry in a vacuum oven overnight at 45° C. to give 80.2 g (95%) of the title compound. 1H NMR (DMSO-d... The reactants are N1=CC=CC=C1 (pyridine), FC1=C(CNCC(OC)OC)C=CC=C1 (N-(2-fluorobenzyl)-2,2-dimethoxyethanamine), C1(=CC=C(C=C1)S(=O)(=O)Cl)C (p-toluene sulphonyl chloride). Run in ClCCl (dichloromethane), ClCCl (dichloromethane). The product is COC(CN(S(=O)(=O)C1=CC=C(C=C1)C)CC1=C(C=CC=C1)F)OC (N-(2,2-dimethoxyethyl)-N-(2-fluorobenzyl)-4-methylbenzenesulfonamide). As a reaction SMILES: [F:1][C:2]1[CH:15]=[CH:14][CH:13]=[CH:12][C:3]=1[CH2:4][NH:5][CH2:6][CH:7]([O:10][CH3:11])[O:8][CH3:9].N1C=CC=CC=1.[C:22]1([CH3:32])[CH:27]=[CH:26][C:25]([S:28](Cl)(=[O:30])=[O:29])=[CH:24][CH:23]=1>ClCCl>[CH3:11][O:10][CH:7]([O:8][CH3:9])[CH2:6][N:5]([CH2:4][C:3]1[CH:12]=[CH:13][CH:14]=[CH:15][C:2]=1[F:1])[S:28]([C:25]1[CH:26]=[CH:27][C:22]([CH3:32])=[CH:23][CH:24]=1)(=[O:30])=[O:29]. Reported procedure: N-(2-fluorobenzyl)-2,2-dimethoxyethanamine (BB; 33.0 g, 0.154 mol) were dissolved in 200 mL of dichloromethane and pyridine (50.2 g, 0.417 mol) was added. At 0° C. a solution of p-toluene sulphonyl chloride (58.0 g, 0.201 mol) in dichloromethane (500 mL) was added drop wise. The reaction was allowed to warm to room temperature and stirring is continued until conversion was completed. For workup, the reaction mixture was extracted twice with 2M aqueous hydrochloric acid, twice with saturated aque... Starting materials: CS, CCO, CC12C=CC(=O)C=C1CCC1C2C(=O)CC2(C)C(OS(C)(=O)=O)CCC12, [Na]. Product: CSC1CCC2C3CCC4=CC(=O)C=CC4(C)C3C(=O)CC12C. RXN SMILES: [CH3:2][SH:3].[CH3:30][CH2:31][OH:32].[CH3:4][S:5]([O:6][CH:9]1[C:10]2([CH3:11])[CH:12]([CH2:13][CH2:14]1)[CH:15]1[CH2:16][CH2:17][C:18]3=[CH:19][C:20](=[O:29])[CH:21]=[CH:22][C:23]3([CH3:24])[CH:25]1[C:26](=[O:28])[CH2:27]2)(=[O:7])=[O:8].[Na:1]>>[CH3:2][S:3][CH:9]1[C:10]2([CH3:11])[CH:12]([CH2:13][CH2:14]1)[CH:15]1[CH2:16][CH2:17][C:18]3=[CH:19][C:20](=[O:29])[CH:21]=[CH:22][C:23]3([CH3:24])[CH:25]1[C:26](=[O:28])[CH2:27]2. Reactants: CCOC(=O)CCCBr, O=C([O-])[O-], CCOC(=O)N1c2ccc(OC)nc2C(Nc2ncc(NC)c(Cc3cc(C(F)(F)F)cc(C(F)(F)F)c3)n2)CC1CC, CN(C)C=O, [K+], [K+]. The product is CCOC(=O)CCCCNc1cnc(NC2CC(CC)N(C(=O)OCC)c3ccc(OC)nc32)nc1Cc1cc(C(F)(F)F)cc(C(F)(F)F)c1. Reaction SMILES: [Br:44][CH2:45][CH2:46][CH2:47][C:48](=[O:49])[O:50][CH2:51][CH3:52].[C:53](=[O:54])([O-:55])[O-:56].[CH2:1]([CH3:2])[O:3][C:4](=[O:5])[N:6]1[CH:7]([CH2:42][CH3:43])[CH2:8][CH:9]([NH:18][c:19]2[n:20][cH:21][c:22]([NH:40][CH3:41])[c:23]([CH2:25][c:26]3[cH:27][c:28]([C:36]([F:37])([F:38])[F:39])[cH:29][c:30]([C:32]([F:33])([F:34])[F:35])[cH:31]3)[n:24]2)[c:10]2[n:11][c:12]([O:16][CH3:17])[cH:13][cH:14][c:15]21.[CH3:59][N:60]([CH3:61])[CH:62]=[O:63].[K+:57].[K+:58]>>[CH2:1]([CH3:2])[O:3][C:4](=[O:5])[N:6]1[CH:7]([CH2:42][CH3:43])[CH2:8][CH:9]([NH:18][c:19]2[n:20][cH:21][c:22]([NH:40][CH2:41][CH2:45][CH2:46][CH2:47][C:48](=[O:49])[O:50][CH2:51][CH3:52])[c:23]([CH2:25][c:26]3[cH:27][c:28]([C:36]([F:37])([F:38])[F:39])[cH:29][c:30]([C:32]([F:33])([F:34])[F:35])[cH:31]3)[n:24]2)[c:10]2[n:11][c:12]([O:16][CH3:17])[cH:13][cH:14][c:15]21. Starting materials: C(=O)(O)[O-].[Na+] (NaHCO3), C(C)(C)[Mg]Br (isopropylmagnesium bromide), C(C)OC(CC(=O)O)=O (malonic acid monoethyl ester), N1(C=NC=C1)C(=O)C1=NC=CC=C1 (imidazol-1-yl-pyridin-2-yl-methanone), N1=C(C=CC=C1)C(=O)O (pyridine-2-carboxylic acid), C1=CN(C=N1)C(=O)N2C=CN=C2 (CDI), ice. Solvent: C1CCOC1 (THF). Run at temperature 0 celsius, time 30 minute. The product is O=C(CC(=O)OCC)C1=NC=CC=C1 (ethyl 3-oxo-3-pyridin-2-yl-propionate). Isolated yield 53.3%. Reaction SMILES: C([Mg]Br)(C)C.[CH2:6]([O:8][C:9](=[O:14])[CH2:10][C:11]([OH:13])=O)[CH3:7].N1(C([C:22]2[CH:27]=[CH:26][CH:25]=[CH:24][N:23]=2)=O)C=CN=C1.N1C=CC=CC=1C(O)=O.C1N=CN(C(N2C=NC=C2)=O)C=1.C([O-])(O)=O.[Na+]>C1COCC1>[O:13]=[C:11]([C:22]1[CH:27]=[CH:26][CH:25]=[CH:24][N:23]=1)[CH2:10][C:9]([O:8][CH2:6][CH3:7])=[O:14] |f:5.6|. Procedure: A solution of isopropylmagnesium bromide (2M in Et2O; 36.5 mL, 73.0 mmol) was added to 4.36 mL (36.6 mmol) of malonic acid monoethyl ester in 30 mL of THF under N2 at 0° C. The reaction was stirred at 0° C. for 30 min, at room temperature for 30 min, and then at 40° C. for 30 min. The mixture was subsequently cooled to 0° C. and a imidazol-1-yl-pyridin-2-yl-methanone solution (prepared by stirring 3.00 g (24.3 mmol) of pyridine-2-carboxylic acid with 4.7 g (29 mmol) of CDI in 30 mL of THF for 12... Starting materials: COc1ccc(CN(Cc2ccc(OC)cc2)c2nc(C)nc(-c3cc(Cc4ccc(S(C)(=O)=O)cc4)cnc3Nc3cnc(OC)c(F)c3)n2)cc1, O=C(O)C(F)(F)F. Yields the product COc1ncc(Nc2ncc(Cc3ccc(S(C)(=O)=O)cc3)cc2-c2nc(C)nc(N)n2)cc1F. Reaction SMILES: [F:1][c:2]1[cH:3][c:4]([NH:10][c:11]2[n:12][cH:13][c:14]([CH2:43][c:44]3[cH:45][cH:46][c:47]([S:50](=[O:51])(=[O:52])[CH3:53])[cH:48][cH:49]3)[cH:15][c:16]2-[c:17]2[n:18][c:19]([N:24]([CH2:25][c:26]3[cH:27][cH:28][c:29]([O:30][CH3:31])[cH:32][cH:33]3)[CH2:34][c:35]3[cH:36][cH:37][c:38]([O:39][CH3:40])[cH:41][cH:42]3)[n:20][c:21]([CH3:23])[n:22]2)[cH:5][n:6][c:7]1[O:8][CH3:9].[OH:54][C:55]([C:56]([F:57])([F:58])[F:59])=[O:60]>>[F:1][c:2]1[cH:3][c:4]([NH:10][c:11]2[n:12][cH:13][c:14]([CH2:43][c:44]3[cH:45][cH:46][c:47]([S:50](=[O:51])(=[O:52])[CH3:53])[cH:48][cH:49]3)[cH:15][c:16]2-[c:17]2[n:18][c:19]([NH2:24])[n:20][c:21]([CH3:23])[n:22]2)[cH:5][n:6][c:7]1[O:8][CH3:9]. Starting materials: FC=1C=NC(=C(C(=O)O)C1)CC1=CC=C(C=C1)F (5-Fluoro-2-(4-fluorobenzyl)nicotinic acid), Cl.NCC1=CC=C(C(=O)OC)C=C1 (methyl 4-(aminomethyl)benzoate hydrochloride). The product is FC=1C=C(C(=NC1)CC1=CC=C(C=C1)F)C(=O)NCC1=CC=C(C(=O)OC)C=C1 (Methyl 4-[({[5-fluoro-2-(4-fluorobenzyl)pyridin-3-yl]carbonyl}amino)methyl]benzoate). Reaction SMILES: [F:1][C:2]1[CH:3]=[N:4][C:5]([CH2:11][C:12]2[CH:17]=[CH:16][C:15]([F:18])=[CH:14][CH:13]=2)=[C:6]([CH:10]=1)[C:7]([OH:9])=O.Cl.[NH2:20][CH2:21][C:22]1[CH:31]=[CH:30][C:25]([C:26]([O:28][CH3:29])=[O:27])=[CH:24][CH:23]=1>>[F:1][C:2]1[CH:10]=[C:6]([C:7]([NH:20][CH2:21][C:22]2[CH:23]=[CH:24][C:25]([C:26]([O:28][CH3:29])=[O:27])=[CH:30][CH:31]=2)=[O:9])[C:5]([CH2:11][C:12]2[CH:17]=[CH:16][C:15]([F:18])=[CH:14][CH:13]=2)=[N:4][CH:3]=1 |f:1.2|. Procedure: The title compound was prepared according to the procedure described in step 3 of Example 1 from 5-fluoro-2-(4-fluorobenzyl)nicotinic acid (step 3) and methyl 4-(aminomethyl)benzoate hydrochloride: 1H-NMR (CDCl3) δ 8.49 (1H, d, J=2.8 Hz), 8.01–7.97 (2H, m), 7.44 (1H, dd, J=7.9, 2.8 Hz), 7.27 (2H, dd, J=4.6, 4.0 Hz), 7.14–7.09 (2H, m), 6.93–6.86 (2H, m), 6.08 (1H, br.s), 4.56 (2H, d, J=5.9 Hz), 4.29 (2H, s), 3.92 (3H, s); MS (ESI) m/z 397 (M+H)+, 395 (M−H)−. Starting materials: C[Si](C)(C)[N-][Si](C)(C)C.[K+] (Potassium bis(trimethylsilyl)amide), C(C)OC1=NC=C(C=C1C=1NC(C=2C(N1)=C(N(N2)CC2=NC=CC=C2)CC)=O)S(=O)(=O)N2CCN(CC2)CC (5-[2-Ethoxy-5-(4-ethylpiperazin-1-ylsulphonyl)pyridin-3-yl]-3-ethyl-2-(pyridin-2-yl)methyl-2,6-dihydro-7H-pyrazolo[4,3-d]pyrimidin-7-one). The solvent is C(C1=CC=CC=C1)O (benzyl alcohol). Reaction conditions: time 14 hour. Yields the product C(C1=CC=CC=C1)OC1=NC=C(C=C1C=1NC(C=2C(N1)=C(N(N2)CC2=NC=CC=C2)CC)=O)S(=O)(=O)N2CCN(CC2)CC (5-[2-Benzyloxy-5-(4-ethylpiperazin-1-ylsulphonyl)pyridin-3-yl]-3-ethyl-2-(pyridin-2-yl)methyl-2,6-dihydro-7H-pyrazolo[4,3-d]pyrimidin-7-one). Isolated yield 77.7%. As a reaction SMILES: C[Si]([N-][Si](C)(C)C)(C)C.[K+].[CH2:11]([O:13][C:14]1[C:19]([C:20]2[NH:21][C:22](=[O:38])[C:23]3[C:24](=[C:26]([CH2:36][CH3:37])[N:27]([CH2:29][C:30]4[CH:35]=[CH:34][CH:33]=[CH:32][N:31]=4)[N:28]=3)[N:25]=2)=[CH:18][C:17]([S:39]([N:42]2[CH2:47][CH2:46][N:45]([CH2:48][CH3:49])[CH2:44][CH2:43]2)(=[O:41])=[O:40])=[CH:16][N:15]=1)[CH3:12]>C(O)C1C=CC=CC=1>[CH2:11]([O:13][C:14]1[C:19]([C:20]2[NH:21][C:22](=[O:38])[C:23]3[C:24](=[C:26]([CH2:36][CH3:37])[N:27]([CH2:29][C:30]4[CH:35]=[CH:34][CH:33]=[CH:32][N:31]=4)[N:28]=3)[N:25]=2)=[CH:18][C:17]([S:39]([N:42]2[CH2:47][CH2:46][N:45]([CH2:48][CH3:49])[CH2:44][CH2:43]2)(=[O:40])=[O:41])=[CH:16][N:15]=1)[C:12]1[CH:14]=[CH:19][CH:18]=[CH:17][CH:16]=1 |f:0.1|. Procedure: Potassium bis(trimethylsilyl)amide (360 mg, 1.81 mmol) was added to a stirred solution of the title compound of Example 1 (200 mg, 0.36 mmol) in benzyl alcohol (5 ml) at 100° C. and the reaction mixture stirred for 14 hours, then allowed to cool. The resulting mixture was partitioned between dichloromethane (10 ml) and brine (10 ml), the phases separated, the aqueous phase extracted with dichloromethane (2×10 ml) and the combined organic solutions dried (Na2SO4) and evaporated under reduced pres... The reactants are C(CC1=CC=CC=C1)NC(=O)C=1C(=NC(=NC1)C1=CC=CC=C1)S (4-mercapto-2-phenyl-pyrimidine-5-carboxylic acid phenethyl-amide), II (iodine). Product: C(CC1=CC=CC=C1)N1SC2=NC(=NC=C2C1=O)C1=CC=CC=C1 (2-phenethyl-6-phenyl-isothiazolo[5,4-d]pyrimidin-3-one). Isolated yield 71.5%. As a reaction SMILES: [CH2:1]([NH:9][C:10]([C:12]1[C:13]([SH:24])=[N:14][C:15]([C:18]2[CH:23]=[CH:22][CH:21]=[CH:20][CH:19]=2)=[N:16][CH:17]=1)=[O:11])[CH2:2][C:3]1[CH:8]=[CH:7][CH:6]=[CH:5][CH:4]=1.II>>[CH2:1]([N:9]1[C:10](=[O:11])[C:12]2[C:13](=[N:14][C:15]([C:18]3[CH:23]=[CH:22][CH:21]=[CH:20][CH:19]=3)=[N:16][CH:17]=2)[S:24]1)[CH2:2][C:3]1[CH:4]=[CH:5][CH:6]=[CH:7][CH:8]=1. Procedure details: Using the procedure of Example 20, 2.0 g (5.96 mmol) of 4-mercapto-2-phenyl-pyrimidine-5-carboxylic acid phenethyl-amide were treated with 1.66 g (6.56 mmol) of iodine to give 1.42 g of the title compound after recrystallization from isopropanol, mp 144°-147° C. The reactants are C1CCNCC1, CN1CCN(c2cccc(Nc3ccn4ncc(C=O)c4n3)c2)CC1, CCO, O=C1CNC(=O)N1. Product: CN1CCN(c2cccc(Nc3ccn4ncc(C=C5NC(=O)NC5=O)c4n3)c2)CC1. As a reaction SMILES: [CH2:33]1[CH2:34][CH2:35][NH:36][CH2:37][CH2:38]1.[CH3:1][N:2]1[CH2:3][CH2:4][N:5]([c:8]2[cH:9][c:10]([NH:14][c:15]3[n:16][c:17]4[n:18]([cH:19][cH:20]3)[n:21][cH:22][c:23]4[CH:24]=[O:25])[cH:11][cH:12][cH:13]2)[CH2:6][CH2:7]1.[CH3:39][CH2:40][OH:41].[O:26]=[C:27]1[CH2:28][NH:29][C:30](=[O:31])[NH:32]1>>[CH3:1][N:2]1[CH2:3][CH2:4][N:5]([c:8]2[cH:9][c:10]([NH:14][c:15]3[n:16][c:17]4[n:18]([cH:19][cH:20]3)[n:21][cH:22][c:23]4[CH:24]=[C:28]3[C:27](=[O:26])[NH:32][C:30](=[O:31])[NH:29]3)[cH:11][cH:12][cH:13]2)[CH2:6][CH2:7]1.